Dataset: the Open Reaction Database (ORD), a public repository of structured organic reaction records. Task: describe an organic reaction: reactants, conditions, products, and yield Starting materials: BrC=1C=C2C(=CC1)OCC[C@@]21N=C(OCC1(F)F)N ((R)-6-bromo-5′,5′-difluoro-5′,6′-dihydrospiro[chroman-4,4′-[1,3]oxazin]-2′-amine), N1=CN=CC(=C1)B(O)O (pyrimidin-5-ylboronic acid). The product is FC1([C@@]2(N=C(OC1)N)CCOC1=CC=C(C=C12)C=1C=NC=NC1)F ((R)-5′,5′-difluoro-6-(pyrimidin-5-yl)-5′,6′-dihydrospiro[chroman-4,4′-[1,3]oxazin]-2′-amine). Yield: 55.0%. As a reaction SMILES: Br[C:2]1[CH:3]=[C:4]2[C@@:11]3([C:16]([F:18])([F:17])[CH2:15][O:14][C:13]([NH2:19])=[N:12]3)[CH2:10][CH2:9][O:8][C:5]2=[CH:6][CH:7]=1.[N:20]1[CH:25]=[C:24](B(O)O)[CH:23]=[N:22][CH:21]=1>>[F:17][C:16]1([F:18])[CH2:15][O:14][C:13]([NH2:19])=[N:12][C@@:11]21[C:4]1[C:5](=[CH:6][CH:7]=[C:2]([C:24]3[CH:25]=[N:20][CH:21]=[N:22][CH:23]=3)[CH:3]=1)[O:8][CH2:9][CH2:10]2. Procedure details: In a manner analogous to that described in Example 19, the cross coupling reaction of (R)-6-bromo-5′,5′-difluoro-5′,6′-dihydrospiro[chroman-4,4′-[1,3]oxazin]-2′-amine (intermediate B6.1) with pyrimidin-5-ylboronic acid yielded the title compound (55% yield) as a pale yellow solid. MS (ISP): m/z=333.1 [M+H]+.